Dataset: the Open Reaction Database (ORD), a public repository of structured organic reaction records. Task: describe an organic reaction: reactants, conditions, products, and yield Reactants: CC(C)C(NC(=O)c1cnc(Cl)c(Cl)c1)C(=O)N1CCC(O)(c2ccc(Cl)cc2)C(C)(C)C1, [Na+], [O-]c1ccccc1, CN(C)C=O. Product: CC(C)C(NC(=O)c1cnc(Oc2ccccc2)c(Cl)c1)C(=O)N1CCC(O)(c2ccc(Cl)cc2)C(C)(C)C1. RXN SMILES: [Cl:1][c:2]1[c:3]([Cl:33])[n:4][cH:5][c:6]([C:7](=[O:8])[NH:9][CH:10]([C:11](=[O:12])[N:13]2[CH2:14][C:15]([CH3:27])([CH3:28])[C:16]([OH:19])([c:20]3[cH:21][cH:22][c:23]([Cl:26])[cH:24][cH:25]3)[CH2:17][CH2:18]2)[CH:29]([CH3:30])[CH3:31])[cH:32]1.[Na+:34].[O-:35][c:36]1[cH:37][cH:38][cH:39][cH:40][cH:41]1.[O:42]=[CH:43][N:44]([CH3:45])[CH3:46]>>[Cl:1][c:2]1[c:3]([O:35][c:36]2[cH:37][cH:38][cH:39][cH:40][cH:41]2)[n:4][cH:5][c:6]([C:7](=[O:8])[NH:9][CH:10]([C:11](=[O:12])[N:13]2[CH2:14][C:15]([CH3:27])([CH3:28])[C:16]([OH:19])([c:20]3[cH:21][cH:22][c:23]([Cl:26])[cH:24][cH:25]3)[CH2:17][CH2:18]2)[CH:29]([CH3:30])[CH3:31])[cH:32]1. Starting materials: BrC1=CC2=C(NC=N2)C(=C1)C (5-bromo-7-methyl-1H-benzimidazole), CN(C)C=O (DMF). The reagents and catalysts are [C-]#N.[Zn+2].[C-]#N (zinc cyanide), C=1C=CC(=CC1)/C=C/C(=O)/C=C/C2=CC=CC=C2.C=1C=CC(=CC1)/C=C/C(=O)/C=C/C2=CC=CC=C2.C=1C=CC(=CC1)/C=C/C(=O)/C=C/C2=CC=CC=C2.[Pd].[Pd] (tris(dibenzylideneacetone)dipalladium), C1(=CC=CC=C1)P([C-]1C=CC=C1)C1=CC=CC=C1.[C-]1(C=CC=C1)P(C1=CC=CC=C1)C1=CC=CC=C1.[Fe+2] (1,1′-bis(diphenylphosphino)ferrocene), [Zn] (zinc), C(C)(=O)[O-].[Zn+2].C(C)(=O)[O-] (zinc acetate). Conditions: temperature 120 celsius. Yields the product CC1=CC(=CC2=C1NC=N2)C#N (7-methyl-1H-benzimidazole-5-carbonitrile). Reaction SMILES: Br[C:2]1[CH:10]=[C:9]([CH3:11])[C:5]2[NH:6][CH:7]=[N:8][C:4]=2[CH:3]=1.[CH3:12][N:13](C=O)C>[C-]#N.[Zn+2].[C-]#N.C1C=CC(/C=C/C(/C=C/C2C=CC=CC=2)=O)=CC=1.C1C=CC(/C=C/C(/C=C/C2C=CC=CC=2)=O)=CC=1.C1C=CC(/C=C/C(/C=C/C2C=CC=CC=2)=O)=CC=1.[Pd].[Pd].C1(P(C2C=CC=CC=2)[C-]2C=CC=C2)C=CC=CC=1.[C-]1(P(C2C=CC=CC=2)C2C=CC=CC=2)C=CC=C1.[Fe+2].[Zn].C([O-])(=O)C.[Zn+2].C([O-])(=O)C>[CH3:11][C:9]1[C:5]2[NH:6][CH:7]=[N:8][C:4]=2[CH:3]=[C:2]([C:12]#[N:13])[CH:10]=1 |f:2.3.4,5.6.7.8.9,10.11.12,14.15.16|. Procedure details: A suspension of 5-bromo-7-methyl-1H-benzimidazole obtained in step 1 (2.80 g; 13.27 mmol), zinc cyanide (934 mg; 7.96 mmol), tris(dibenzylideneacetone)dipalladium (364 mg; 0.40 mmol), 1,1′-bis(diphenylphosphino)ferrocene (551 mg; 0.99 mmol), zinc (34 mg; 0.53 mmol) and zinc acetate (97 mg; 0.53 mmol) in dry DMF (28 mL) under inert atmosphere was heated at 120° C. for 16 hours. Reaction mixture was filtered over a pad of celite and washed with EtOAc. The organics were washed with water, dried ove... The reactants are ( 19 ), ice, S(=O)(=O)(Cl)Cl (sulfuryl chloride), ice water, ice water, Cl (HCl), [N-]=[N+]=[N-].[Na+] (NaN3), N1C=NC=C1 (imidazole). Solvent: C(C)#N (acetonitrile), C(C)(=O)OCC (ethyl acetate), C(C)#N (acetonitrile). Conditions: time 8 hour. Product: Cl.N1(C=NC=C1)S(=O)(=O)N=[N+]=[N-] (Imidazole-1-sulfonyl azide hydrochloride). Yield: 41.3%. Reaction SMILES: [N-:1]=[N+:2]=[N-:3].[Na+].[S:5](Cl)([Cl:8])(=[O:7])=[O:6].[NH:10]1[CH:14]=[CH:13][N:12]=[CH:11]1.Cl>C(OCC)(=O)C.C(#N)C>[ClH:8].[N:10]1([S:5]([N:1]=[N+:2]=[N-:3])(=[O:7])=[O:6])[CH:14]=[CH:13][N:12]=[CH:11]1 |f:0.1,7.8|. Procedure: A modification of a published procedure was used (19). A suspension of 6.53 g NaN3 (25, 100 mmol, Aldrich, >99.5%) and 100 mL acetonitrile (Aldrich, 99.8% anhydrous) in a 500-mL round-bottom flask was cooled in an ice water bath under a flow of nitrogen. Then was added 8.15 mL sulfuryl chloride (100 mmol, TCI American, >98.0%) in 20 mL) anhydrous acetonitrile drop-wise to the ice-cooled suspension. The mixture was stirred overnight at room temperature, after which we cooled the white suspension ... Reactants: BrCCOC(C1=CC=CC=C1)(C(=O)C1=CC=CC=C1)OCCBr (Benzil-di-(β-bromoethyl)ketal), C1(C2C(C(N1)=O)CCCC2)=O.[Na] (sodium hexahydrophthalimide). The solvent is CN(C=O)C (N,N-dimethylformamide). Product: C1(C2C(C(N1CCOC(C1=CC=CC=C1)(C(=O)C1=CC=CC=C1)OCCN1C(C3C(C1=O)CCCC3)=O)=O)CCCC2)=O (benzil-di-(β-hexahydrophthalimidoethyl)ketal). The yield is 91.2%. RXN SMILES: Br[CH2:2][CH2:3][O:4][C:5]([O:20][CH2:21][CH2:22]Br)([C:12]([C:14]1[CH:19]=[CH:18][CH:17]=[CH:16][CH:15]=1)=[O:13])[C:6]1[CH:11]=[CH:10][CH:9]=[CH:8][CH:7]=1.[C:24]1(=[O:34])[NH:28][C:27](=[O:29])[CH:26]2[CH2:30][CH2:31][CH2:32][CH2:33][CH:25]12.[Na]>CN(C)C=O>[C:24]1(=[O:34])[N:28]([CH2:2][CH2:3][O:4][C:5]([O:20][CH2:21][CH2:22][N:28]2[C:27](=[O:29])[CH:26]3[CH2:30][CH2:31][CH2:32][CH2:33][CH:25]3[C:24]2=[O:34])([C:12]([C:14]2[CH:19]=[CH:18][CH:17]=[CH:16][CH:15]=2)=[O:13])[C:6]2[CH:11]=[CH:10][CH:9]=[CH:8][CH:7]=2)[C:27](=[O:29])[CH:26]2[CH2:30][CH2:31][CH2:32][CH2:33][CH:25]12 |f:1.2,^1:34|. Procedure: Benzil-di-(β-bromoethyl)ketal (13.26 g) and 11.55 g of sodium hexahydrophthalimide were dissolved in 100 ml of N,N-dimethylformamide, and heated at 50° to 60° C. for 5 hours with stirring. The reaction mixture was worked up in the same way as in Example 4 to afford 16.05 g (yield 89.5%) of benzil-di-(β-hexahydrophthalimidoethyl)ketal. Recrystallization from a mixture of ethanol and chloroform afforded crystals having a melting point of 115° to 116° C. The reactants are [Br-], [Li]CCCC, C1CCOC1, C[P+](c1ccccc1)(c1ccccc1)c1ccccc1, CCCCCC, CN1CCCN(C2CCCc3cc(C=O)ccc32)CC1. The product is C=Cc1ccc2c(c1)CCCC2N1CCCN(C)CC1. RXN SMILES: [Br-:26].[CH2:1]([Li:2])[CH2:3][CH2:4][CH3:5].[CH2:53]1[O:54][CH2:55][CH2:56][CH2:57]1.[CH3:27][P+:28]([c:29]1[cH:30][cH:31][cH:32][cH:33][cH:34]1)([c:35]1[cH:36][cH:37][cH:38][cH:39][cH:40]1)[c:41]1[cH:42][cH:43][cH:44][cH:45][cH:46]1.[CH3:47][CH2:48][CH2:49][CH2:50][CH2:51][CH3:52].[CH3:6][N:7]1[CH2:8][CH2:9][N:10]([CH:14]2[CH2:15][CH2:16][CH2:17][c:18]3[cH:19][c:20]([CH:24]=[O:25])[cH:21][cH:22][c:23]32)[CH2:11][CH2:12][CH2:13]1>>[CH2:1]=[CH:24][c:20]1[cH:19][c:18]2[c:23]([cH:22][cH:21]1)[CH:14]([N:10]1[CH2:9][CH2:8][N:7]([CH3:6])[CH2:13][CH2:12][CH2:11]1)[CH2:15][CH2:16][CH2:17]2. The reactants are [OH-].[Na+] (sodium hydroxide), OO (H2O2), C(C)(C)N(CC[C@@H](C1=CC=CC=C1)C1=C(C=CC(=C1)C=C)OCC1=CC=CC=C1)C(C)C ((S)-N,N-Diisopropyl-3-(2-benzyloxy-5-ethenylphenyl)-3-phenylpropanamine), B1C2CCCC1CCC2 (9-BBN), B1C2CCCC1CCC2 (9-BBN). The solvent is O (water), C1CCOC1 (THF). The product is C(C)(C)N(CC[C@@H](C1=CC=CC=C1)C1=C(C=CC(=C1)CCO)OCC1=CC=CC=C1)C(C)C ((S)-N,N-Diisopropyl-3-[2-benzyloxy-5-(2-hydroxyethyl)phenyl]-3-phenylpropanamine). As a reaction SMILES: [CH:1]([N:4]([CH:30]([CH3:32])[CH3:31])[CH2:5][CH2:6][C@H:7]([C:14]1[CH:19]=[C:18]([CH:20]=[CH2:21])[CH:17]=[CH:16][C:15]=1[O:22][CH2:23][C:24]1[CH:29]=[CH:28][CH:27]=[CH:26][CH:25]=1)[C:8]1[CH:13]=[CH:12][CH:11]=[CH:10][CH:9]=1)([CH3:3])[CH3:2].B1C2CCCC1CCC2.[OH-:42].[Na+].OO>C1COCC1.O>[CH:30]([N:4]([CH:1]([CH3:2])[CH3:3])[CH2:5][CH2:6][C@H:7]([C:14]1[CH:19]=[C:18]([CH2:20][CH2:21][OH:42])[CH:17]=[CH:16][C:15]=1[O:22][CH2:23][C:24]1[CH:25]=[CH:26][CH:27]=[CH:28][CH:29]=1)[C:8]1[CH:13]=[CH:12][CH:11]=[CH:10][CH:9]=1)([CH3:32])[CH3:31] |f:2.3|. Reported procedure: (S)-N,N-Diisopropyl-3-(2-benzyloxy-5-ethenylphenyl)-3-phenylpropanamine (1 g, 2.34 mmol) in THF (25 mL) was added to 9-BBN (0.5 M in THF, 11.7 mL, 5.85 mmol) under nitrogen atmosphere at 0° C. Additional 9-BBN (2.3 mL, 1.2 mmol) was added after 3 hours of stirring, the temperature was raised to room temperature and the mixture was stirred for 0.5 hour. It was then cooled to 0° C. and 1 M sodium hydroxide (10 mL) was added followed by H2O2 (30% in H2O, 10 mL). After 1 hours stirring, water was ad...